Dataset: the Open Reaction Database (ORD), a public repository of structured organic reaction records. Task: describe an organic reaction: reactants, conditions, products, and yield Reactants: NC1=NC(=C(C(=N1)N)C1=C(C=C(C=C1)Cl)Cl)C=O (2,4-Diamino-5-(2,4-dichlorophenyl)pyrimidine-6-carboxaldehyde), Cl.NO (hydroxylamine hydrochloride). Run in C(C)O (ethanol). Product: NC1=NC(=C(C(=N1)N)C1=C(C=C(C=C1)Cl)Cl)C=NO (2,4-Diamino-5-(2,4-dichlorophenyl)-6-hydroxyliminomethylpyrimidine). Reaction SMILES: [NH2:1][C:2]1[N:7]=[C:6]([NH2:8])[C:5]([C:9]2[CH:14]=[CH:13][C:12]([Cl:15])=[CH:11][C:10]=2[Cl:16])=[C:4]([CH:17]=O)[N:3]=1.Cl.[NH2:20][OH:21]>C(O)C>[NH2:1][C:2]1[N:7]=[C:6]([NH2:8])[C:5]([C:9]2[CH:14]=[CH:13][C:12]([Cl:15])=[CH:11][C:10]=2[Cl:16])=[C:4]([CH:17]=[N:20][OH:21])[N:3]=1 |f:1.2|. Reported procedure: This compound was made from the compound of Example 46 by reaction with hydroxylamine hydrochloride in ethanol, mp. 260°-5° C.